describe an organic reaction: reactants, conditions, products, and yield From a dataset of the Open Reaction Database (ORD), a public repository of structured organic reaction records. Reactants: N#C[Cu], CN(C)c1nnc(I)c2ccc(C(=O)Nc3cccc(C(F)(F)F)c3)cc12, c1ccncc1. Yields the product CN(C)c1nnc(C#N)c2ccc(C(=O)Nc3cccc(C(F)(F)F)c3)cc12. As a reaction SMILES: [Cu:28][C:29]#[N:30].[F:1][C:2]([c:3]1[cH:4][c:5]([NH:9][C:10](=[O:11])[c:12]2[cH:13][c:14]3[c:15]([N:23]([CH3:24])[CH3:25])[n:16][n:17][c:18]([I:22])[c:19]3[cH:20][cH:21]2)[cH:6][cH:7][cH:8]1)([F:26])[F:27].[cH:31]1[cH:32][cH:33][n:34][cH:35][cH:36]1>>[F:1][C:2]([c:3]1[cH:4][c:5]([NH:9][C:10](=[O:11])[c:12]2[cH:13][c:14]3[c:15]([N:23]([CH3:24])[CH3:25])[n:16][n:17][c:18]([C:29]#[N:30])[c:19]3[cH:20][cH:21]2)[cH:6][cH:7][cH:8]1)([F:26])[F:27]. Reactants: C(=O)(O)C[C@@H]1CC[C@H](CC1)OC(=O)N1CC2=CC=C(C=C2CC1)NC(=O)NC1=C(C=CC=C1)F (trans-6-[3-(2-fluoro-phenyl)-ureido]-3,4-dihydro-1H-isoquinoline-2-carboxylic acid 4-carboxymethyl-cyclohexyl ester), CC1(OC(=O)CC(=O)O1)C (Meldrum's acid), CN(C)C1=NC=CC=C1 (dimethylaminopyridine), CCN=C=NCCCN(C)C (EDCI). The solvent is ClCCl (dichloromethane), ClCCl (dichloromethane). Yields the product C(C)OC(=O)CC(C[C@@H]1CC[C@H](CC1)OC(=O)N1CC2=CC=C(C=C2CC1)NC(=O)NC1=C(C=CC=C1)F)=O (trans-6-[3-(2-fluoro-phenyl)-ureido]-3,4-dihydro-1H-isoquinoline-2-carboxylic acid 4-(3-ethoxycarbonyl-2-oxo-propyl)-cyclohexyl ester). Yield: 76.0%. Reaction SMILES: C([CH2:4][C@H:5]1[CH2:10][CH2:9][C@H:8]([O:11][C:12]([N:14]2[CH2:23][CH2:22][C:21]3[C:16](=[CH:17][CH:18]=[C:19]([NH:24][C:25]([NH:27][C:28]4[CH:33]=[CH:32][CH:31]=[CH:30][C:29]=4[F:34])=[O:26])[CH:20]=3)[CH2:15]2)=[O:13])[CH2:7][CH2:6]1)(O)=O.C[C:36]1([CH3:44])[O:43][C:41](=[O:42])[CH2:40][C:38](=[O:39])O1.CN(C1C=CC=CN=1)C.CCN=C=NCCCN(C)C>ClCCl>[CH2:36]([O:43][C:41]([CH2:40][C:38](=[O:39])[CH2:4][C@H:5]1[CH2:6][CH2:7][C@H:8]([O:11][C:12]([N:14]2[CH2:23][CH2:22][C:21]3[C:16](=[CH:17][CH:18]=[C:19]([NH:24][C:25]([NH:27][C:28]4[CH:33]=[CH:32][CH:31]=[CH:30][C:29]=4[F:34])=[O:26])[CH:20]=3)[CH2:15]2)=[O:13])[CH2:9][CH2:10]1)=[O:42])[CH3:44]. Reported procedure: To a dichloromethane (10 mL) suspension of trans-6-[3-(2-fluoro-phenyl)-ureido]-3,4-dihydro-1H-isoquinoline-2-carboxylic acid 4-carboxymethyl-cyclohexyl ester (939 mg) obtained in Example 2, Meldrum's acid (317 mg), dimethylaminopyridine (293 mg), and EDCI (460 mg) were added at 0° C. The reaction mixture was diluted with dichloromethane, washed with 1 N hydrochloric acid and saturated brine, then dried over sodium sulfate, and then concentrated. A mixture of the residue and ethanol (10 mL) was ...